This data is from the Open Reaction Database (ORD), a public repository of structured organic reaction records. The task is: describe an organic reaction: reactants, conditions, products, and yield Reaction SMILES: [CH3:1][C:2]1[NH:3][C:4]2[C:9]([CH:10]=1)=[C:8]([C:11]([F:14])([F:13])[F:12])[C:7]([C:15]#[N:16])=[CH:6][CH:5]=2.Cl[CH2:18][C:19]1[N:23]=[C:22]([C:24]2[C:25]([CH3:30])=[N:26][O:27][C:28]=2[CH3:29])[O:21][N:20]=1>>[CH3:30][C:25]1[C:24]([C:22]2[O:21][N:20]=[C:19]([CH2:18][N:3]3[C:4]4[C:9](=[C:8]([C:11]([F:12])([F:14])[F:13])[C:7]([C:15]#[N:16])=[CH:6][CH:5]=4)[CH:10]=[C:2]3[CH3:1])[N:23]=2)=[C:28]([CH3:29])[O:27][N:26]=1. Procedure details: Synthesized as described in Example 4 using 2-methyl-4-(trifluoromethyl)-1H-indole-5-carbonitrile and 3-(chloromethyl)-5-(3,5-dimethyl-4-isoxazolyl)-1,2,4-oxadiazole: 1H NMR (400 MHz, CDCl3) δ 7.68 (d, J=8.4 Hz, 1H), 7.53 (d, J=8.4 Hz, 1H), 6.63 (s, 1H), 5.44 (s, 2H), 2.71 (s, 3H), 2.66 (s, 3H), 2.49 (s, 3H); MS (ES) m/z 402 (M+1). The reactants are CC=1NC2=CC=C(C(=C2C1)C(F)(F)F)C#N (2-methyl-4-(trifluoromethyl)-1H-indole-5-carbonitrile), ClCC1=NOC(=N1)C=1C(=NOC1C)C (3-(chloromethyl)-5-(3,5-dimethyl-4-isoxazolyl)-1,2,4-oxadiazole). The product is CC1=NOC(=C1C1=NC(=NO1)CN1C(=CC2=C(C(=CC=C12)C#N)C(F)(F)F)C)C (1-{[5-(3,5-Dimethyl-4-isoxazolyl)-1,2,4-oxadiazol-3-yl]methyl}-2-methyl-4-(trifluoromethyl)-1H-indole-5-carbonitrile). Starting materials: FC=1C=CC2=C(C(N(CC=3N2C=NC3C(N)=NO)C)=O)C1 (8-fluoro-5,6-dihydro-5-methyl-6-oxo-4H-imidazo[1,5-a][1,4]benzodiazepine-3-carboxamidoxime), C(C)N(C(C)C)C(C)C (N-ethyldiisopropylamine), Cl.N1(CCOCC1)CC(=O)O (morpholin-4-yl-acetic acid hydrochloride), C(=O)(N1C=NC=C1)N1C=NC=C1 (1,1'- carbonyldiimidazole). The solvent is CN(C)C=O (DMF). Run at time 30 minute. The product is Cl.FC=1C=CC2=C(C(N(CC=3N2C=NC3C3=NOC(=N3)CN3CCOCC3)C)=O)C1 (8-fluoro-5-methyl-3-(5-morpholin-4-ylmethyl-1,2,4-oxadiazol-3-yl)-5,6-dihydro-4H-imidazo[1,5-a][1,4]benzodiazepin-6-one hydrochloride). Yield: 57.5%. RXN SMILES: C(N(C(C)C)C(C)C)C.[ClH:10].[N:11]1([CH2:17][C:18]([OH:20])=O)[CH2:16][CH2:15][O:14][CH2:13][CH2:12]1.C(N1C=CN=C1)(N1C=CN=C1)=O.[F:33][C:34]1[CH:35]=[CH:36][C:37]2[N:43]3[CH:44]=[N:45][C:46]([C:47](=[N:49]O)[NH2:48])=[C:42]3[CH2:41][N:40]([CH3:51])[C:39](=[O:52])[C:38]=2[CH:53]=1>CN(C=O)C>[ClH:10].[F:33][C:34]1[CH:35]=[CH:36][C:37]2[N:43]3[CH:44]=[N:45][C:46]([C:47]4[N:48]=[C:18]([CH2:17][N:11]5[CH2:12][CH2:13][O:14][CH2:15][CH2:16]5)[O:20][N:49]=4)=[C:42]3[CH2:41][N:40]([CH3:51])[C:39](=[O:52])[C:38]=2[CH:53]=1 |f:1.2,6.7|. Procedure: 0.38 ml (2.2 mmol) of N-ethyldiisopropylamine was added to a suspension of 0.4 g (2.2 mmol) of morpholin-4-yl-acetic acid hydrochloride in 4 ml of DMF. 390 mg (2.4 mmol) of 1,1'- carbonyldiimidazole were added portionwise at room temperature, whereupon the solution was stirred at 50° for 30 min. and then treated at room temperature with 0.58 g (2.0 mmol) of 8-fluoro-5,6-dihydro-5-methyl-6-oxo-4H-imidazo[1,5-a][1,4]benzodiazepine-3-carboxamidoxime. The reaction mixture was heated to 90° for 20 hr... Procedure details: Add methyl trifluoromethanesulfonate (174 μL, 1.53 mmol) to a 0° C. slurry of 2-methyl-4,9-dihydro-3-thia-4,9-diaza-benzo[f]azulene-10-thione (315 mg, 1.28 mmol) in dichloromethane (4 mL). Stir 1 h at 0° C. then warm to ambient temperature and stir 18 h. Concentrate the reaction to an orange powder. Add (S)-1-phenyl-2-piperazin-2-yl-ethanol (264 mg, 1.28 mmol) and pyridine (5 mL). Heat to 110° C. for 5.5 h and stir at ambient temperature for 18 h. Concentrate the reaction, dissolve the residue i... The solvent is CO.ClCCl (methanol dichloromethane), ClCCl (dichloromethane). Product: CC1=CC=2C(=NC3=C(NC2S1)C=CC=C3)N3C[C@H](NCC3)C[C@H](O)C3=CC=CC=C3 ((S,R)-2-[4-(2-methyl-4H-3-thia-4,9-diaza-benzo[f]azulen-10-yl)-piperazin-2-yl]-1-phenyl-ethanol), CC1=CC=2C(=NC3=C(NC2S1)C=CC=C3)N3C[C@@H](NCC3)C[C@H](O)C3=CC=CC=C3 ((S,S)-2-[4-(2-methyl-4H-3-thia-4,9-diaza-benzo[f]azulen-10-yl)-piperazin-2-yl]-1-phenyl-ethanol). As a reaction SMILES: FC(F)(F)S(OC)(=O)=O.[CH3:10][C:11]1[S:20][C:19]2[NH:18][C:17]3[CH:21]=[CH:22][CH:23]=[CH:24][C:16]=3[NH:15][C:14](=S)[C:13]=2[CH:12]=1.[C:26]1([C@@H:32]([OH:40])[CH2:33][CH:34]2[CH2:39][NH:38][CH2:37][CH2:36][NH:35]2)[CH:31]=[CH:30][CH:29]=[CH:28][CH:27]=1.N1C=CC=CC=1>ClCCl.CO.ClCCl>[CH3:10][C:11]1[S:20][C:19]2[NH:18][C:17]3[CH:21]=[CH:22][CH:23]=[CH:24][C:16]=3[N:15]=[C:14]([N:38]3[CH2:37][CH2:36][NH:35][C@H:34]([CH2:33][C@@H:32]([C:26]4[CH:31]=[CH:30][CH:29]=[CH:28][CH:27]=4)[OH:40])[CH2:39]3)[C:13]=2[CH:12]=1.[CH3:10][C:11]1[S:20][C:19]2[NH:18][C:17]3[CH:21]=[CH:22][CH:23]=[CH:24][C:16]=3[N:15]=[C:14]([N:38]3[CH2:37][CH2:36][NH:35][C@@H:34]([CH2:33][C@@H:32]([C:26]4[CH:31]=[CH:30][CH:29]=[CH:28][CH:27]=4)[OH:40])[CH2:39]3)[C:13]=2[CH:12]=1 |f:5.6|. Reactants: C1(=CC=CC=C1)[C@H](CC1NCCNC1)O ((S)-1-phenyl-2-piperazin-2-yl-ethanol), N1=CC=CC=C1 (pyridine), FC(S(=O)(=O)OC)(F)F (methyl trifluoromethanesulfonate), CC1=CC=2C(NC3=C(NC2S1)C=CC=C3)=S (2-methyl-4,9-dihydro-3-thia-4,9-diaza-benzo[f]azulene-10-thione). Run at temperature 0 celsius, time 1 hour.